From a dataset of the Open Reaction Database (ORD), a public repository of structured organic reaction records. describe an organic reaction: reactants, conditions, products, and yield The reactants are C(C)(=O)OCC (Ethyl acetate), CN1N=C2C(=CC(=CC2=C1)[N+](=O)[O-])C1=CC=CC=C1 (2-methyl-5-nitro-7-phenyl-2H-indazole). The reagents and catalysts are [Pd] (palladium on carbon). Run in C1CCOC1 (THF). Reaction conditions: time 8 hour. The product is CN1N=C2C(=CC(=CC2=C1)N)C1=CC=CC=C1 (2-methyl-7-phenyl-2H-indazol-5-amine). As a reaction SMILES: C(OCC)(=O)C.[CH3:7][N:8]1[CH:16]=[C:15]2[C:10]([C:11]([C:20]3[CH:25]=[CH:24][CH:23]=[CH:22][CH:21]=3)=[CH:12][C:13]([N+:17]([O-])=O)=[CH:14]2)=[N:9]1>[Pd].C1COCC1>[CH3:7][N:8]1[CH:16]=[C:15]2[C:10]([C:11]([C:20]3[CH:21]=[CH:22][CH:23]=[CH:24][CH:25]=3)=[CH:12][C:13]([NH2:17])=[CH:14]2)=[N:9]1. Reported procedure: Ethyl acetate (5 mL) and THF (2 mL) were added to 2-methyl-5-nitro-7-phenyl-2H-indazole obtained in the above-described Step 2 (260 mg). Thereafter, 10% palladium on carbon (300 mg) was added under nitrogen atmosphere, and the reaction solution was stirred under hydrogen atmosphere at room temperature overnight. The insolubles were filtrated, and then the solvent was evaporated under vacuum. Subsequently, the resultant residue was purified by column chromatography on basic silica gel (developing... Procedure: Ethyl 3-(2-fluoro-4-methylphenyl)-3-oxo-2-phenylpropanoate (8.0 g, 26.6 mmol) was dissolved in THF (20 mL) and hydrogen chloride (37% wt., 32.0 mL, 400 mmol) was added. The reaction was brought to reflux overnight. After cooled to room temperature, the reaction was diluted with H2O (100 mL) and neutralized to pH 8 with NaOH (4.0 M aq.). The mixture was extracted with EtOAc (3×75 mL), dried over MgSO4, and purified by column chromatography to give the title compound as a clear oil (4.81 g). LCMS ... RXN SMILES: [F:1][C:2]1[CH:7]=[C:6]([CH3:8])[CH:5]=[CH:4][C:3]=1[C:9](=[O:22])[CH:10]([C:16]1[CH:21]=[CH:20][CH:19]=[CH:18][CH:17]=1)C(OCC)=O.Cl.[OH-].[Na+]>C1COCC1.O>[F:1][C:2]1[CH:7]=[C:6]([CH3:8])[CH:5]=[CH:4][C:3]=1[C:9](=[O:22])[CH2:10][C:16]1[CH:17]=[CH:18][CH:19]=[CH:20][CH:21]=1 |f:2.3|. The yield is 79.2%. Product: FC1=C(C=CC(=C1)C)C(CC1=CC=CC=C1)=O (1-(2-Fluoro-4-methylphenyl)-2-phenylethanone). Run in O (H2O), C1CCOC1 (THF). Starting materials: Cl (hydrogen chloride), FC1=C(C=CC(=C1)C)C(C(C(=O)OCC)C1=CC=CC=C1)=O (Ethyl 3-(2-fluoro-4-methylphenyl)-3-oxo-2-phenylpropanoate), [OH-].[Na+] (NaOH). Reactants: FC1=C(C(=O)Cl)C=CC=C1 (2-fluorobenzoyl chloride), S1C(=CC=C1)C(=O)Cl (thiophene-2-carbonyl chloride), NC=1C=C(C(=O)NCC2=CC=CC=C2)C=CN1 (2-amino-N-benzylisonicotinamide). Yields the product C(C1=CC=CC=C1)NC(C1=CC(=NC=C1)NC(=O)C=1SC=CC1)=O (N-benzyl-2-(thiophene-2-carboxamido)isonicotinamide). Isolated yield 73.0%. RXN SMILES: FC1C=CC=CC=1C(Cl)=O.[S:11]1[CH:15]=[CH:14][CH:13]=[C:12]1[C:16](Cl)=[O:17].[NH2:19][C:20]1[CH:21]=[C:22]([CH:33]=[CH:34][N:35]=1)[C:23]([NH:25][CH2:26][C:27]1[CH:32]=[CH:31][CH:30]=[CH:29][CH:28]=1)=[O:24]>>[CH2:26]([NH:25][C:23](=[O:24])[C:22]1[CH:33]=[CH:34][N:35]=[C:20]([NH:19][C:16]([C:12]2[S:11][CH:15]=[CH:14][CH:13]=2)=[O:17])[CH:21]=1)[C:27]1[CH:32]=[CH:31][CH:30]=[CH:29][CH:28]=1. Reported procedure: Following the procedure as describe in Example 6, making variations as required to replace 2-fluorobenzoyl chloride with thiophene-2-carbonyl chloride to react with 2-amino-N-benzylisonicotinamide, N-benzyl-2-(thiophene-2-carboxamido)isonicotinamide was obtained as a colorless solid in 73% yield: mp 160-162° C. (hexanes/ethyl acetate); 1H NMR (300 MHz, CDCl3) δ 11.07 (s, 1H), 9.32 (t, J=5.7 Hz, 1H), 8.53-8.47 (m, 2H), 8.23-8.22 (m, 1H), 7.87 (d, J=5.0 Hz, 1H), 7.58-7.48 (m, 1H), 7.31-7.37 (m, 6H... The reactants are FC=1C=C(C=C(C1)C(F)(F)F)B1OC(C(O1)(C)C)(C)C (2-(3-fluoro-5-trifluoromethyl-phenyl)-4,4,5,5-tetramethyl-[1,3,2]dioxaborolane), ClC=1C=C(N=NC1)CN1C(=NC=C1)C (5-chloro-3-(2-methyl-imidazol-1-yl-methyl)-pyridazine). The product is Cl.FC=1C=C(C=C(C1)C(F)(F)F)C=1C=C(N=NC1)CN1C(=NC=C1)C (5-(3-Fluoro-5-trifluoromethyl-phenyl)-3-(2-methyl-imidazol-1-yl-methyl)-pyridazine hydrochloride). As a reaction SMILES: [F:1][C:2]1[CH:3]=[C:4](B2OC(C)(C)C(C)(C)O2)[CH:5]=[C:6]([C:8]([F:11])([F:10])[F:9])[CH:7]=1.[Cl:21][C:22]1[CH:23]=[C:24]([CH2:28][N:29]2[CH:33]=[CH:32][N:31]=[C:30]2[CH3:34])[N:25]=[N:26][CH:27]=1>>[ClH:21].[F:1][C:2]1[CH:3]=[C:4]([C:22]2[CH:23]=[C:24]([CH2:28][N:29]3[CH:33]=[CH:32][N:31]=[C:30]3[CH3:34])[N:25]=[N:26][CH:27]=2)[CH:5]=[C:6]([C:8]([F:9])([F:10])[F:11])[CH:7]=1 |f:2.3|. Procedure details: The title compound, MS: m/e 337.2 (M+H+), was prepared from 2-(3-fluoro-5-trifluoromethyl-phenyl)-4,4,5,5-tetramethyl-[1,3,2]dioxaborolane and 5-chloro-3-(2-methyl-imidazol-1-yl-methyl)-pyridazine. Reactants: C(=O)(O)CC1=CC=C(CCCNC2=C(C=CC=C2)[C@H]2CC=3C=CC(=CC3CC2)OC(C(C)(C)C)=O)C=C1 (pivalic acid (R)-6-{2-[(4-carboxymethylbenzyl)ethylamino]phenyl}-5,6,7,8-tetrahydronaphthalen-2-yl ester), N1CCCC1 (pyrrolidine). Product: C(C)N(C1=C(C=CC=C1)[C@H]1CC=2C=CC(=CC2CC1)O)CC1=CC=C(C=C1)CCN1CCCC1 ((R)-6-{2-{Ethyl[4-(2-pyrrolidin-1-ylethyl)benzyl]amino}phenyl}-5,6,7,8-tetrahydronaphthalen-2-ol). Isolated yield 86.3%. As a reaction SMILES: C(CC1C=CC(C[CH2:10][CH2:11][NH:12][C:13]2[CH:18]=[CH:17][CH:16]=[CH:15][C:14]=2[C@@H:19]2[CH2:28][CH2:27][C:26]3[CH:25]=[C:24]([O:29]C(=O)C(C)(C)C)[CH:23]=[CH:22][C:21]=3[CH2:20]2)=CC=1)(O)=O.[NH:38]1[CH2:42][CH2:41][CH2:40][CH2:39]1>>[CH2:11]([N:12]([CH2:25][C:26]1[CH:27]=[CH:28][C:19]([CH2:14][CH2:13][N:38]2[CH2:42][CH2:41][CH2:40][CH2:39]2)=[CH:20][CH:21]=1)[C:13]1[CH:18]=[CH:17][CH:16]=[CH:15][C:14]=1[C@@H:19]1[CH2:28][CH2:27][C:26]2[CH:25]=[C:24]([OH:29])[CH:23]=[CH:22][C:21]=2[CH2:20]1)[CH3:10]. Procedure: Synthesized from pivalic acid (R)-6-{2-[(4-carboxymethylbenzyl)ethylamino]phenyl}-5,6,7,8-tetrahydronaphthalen-2-yl ester (28 mg) and pyrrolidine (20 mg) according to an analogous synthetic method to Example 715 and purified by LC-MS, the title compound (11 mg) was obtained. Reactants: [Br-], BrBr, C1CCOC1, Cl, [K+], Nc1ccc2c(c1)[nH]c(=O)n2C1CCN(CCCC(=O)c2cc(Br)c(N)c(Br)c2)CC1, N#CO[Na]. The product is NC(=O)Nc1ccc2c(c1)[nH]c(=O)n2C1CCN(CCCC(=O)c2cc(Br)c(N)c(Br)c2)CC1. Reaction SMILES: [Br-:37].[Br:39][Br:40].[CH2:41]1[O:42][CH2:43][CH2:44][CH2:45]1.[ClH:1].[K+:38].[NH2:6][c:7]1[cH:8][c:9]2[c:10]([n:11]([CH:15]3[CH2:16][CH2:17][N:18]([CH2:21][CH2:22][CH2:23][C:24](=[O:25])[c:26]4[cH:27][c:28]([Br:34])[c:29]([NH2:33])[c:30]([Br:32])[cH:31]4)[CH2:19][CH2:20]3)[c:12](=[O:14])[nH:13]2)[cH:35][cH:36]1.[Na:2][O:3][C:4]#[N:5]>>[O:3]=[C:4]([NH2:5])[NH:6][c:7]1[cH:8][c:9]2[c:10]([n:11]([CH:15]3[CH2:16][CH2:17][N:18]([CH2:21][CH2:22][CH2:23][C:24](=[O:25])[c:26]4[cH:27][c:28]([Br:34])[c:29]([NH2:33])[c:30]([Br:32])[cH:31]4)[CH2:19][CH2:20]3)[c:12](=[O:14])[nH:13]2)[cH:35][cH:36]1. Starting materials: BrCC1=C(S(NC12CCCCC2)(=O)=O)C2=CC=C(C=C2)Cl (4-Bromomethyl-3-(4-chlorophenyl)-2-thia-1-azaspiro[4.5]dec-3-ene 2,2-dioxide), CN (Methylamine). Run in C(C)O (ethanol). Run at time 8 hour. Yields the product ClC1=CC=C(C=C1)C=1S(NC2(C1CNC)CCCCC2)(=O)=O (3-(4-Chlorophenyl)-4-methylaminomethyl-2-thia-1-azaspiro[4.5]dec-3-ene 2,2-dioxide). The yield is 34.0%. RXN SMILES: Br[CH2:2][C:3]1[C:7]2([CH2:12][CH2:11][CH2:10][CH2:9][CH2:8]2)[NH:6][S:5](=[O:14])(=[O:13])[C:4]=1[C:15]1[CH:20]=[CH:19][C:18]([Cl:21])=[CH:17][CH:16]=1.[CH3:22][NH2:23]>C(O)C>[Cl:21][C:18]1[CH:19]=[CH:20][C:15]([C:4]2[S:5](=[O:14])(=[O:13])[NH:6][C:7]3([CH2:12][CH2:11][CH2:10][CH2:9][CH2:8]3)[C:3]=2[CH2:2][NH:23][CH3:22])=[CH:16][CH:17]=1. Procedure: 4-Bromomethyl-3-(4-chlorophenyl)-2-thia-1-azaspiro[4.5]dec-3-ene 2,2-dioxide, made as described in Example 2, (270 mg, 0.69 mmol) was dissolved in ethanol (30 mL). Methylamine (70% solution in water, 8 mL) was added and the mixture was stirred overnight at room temperature and concentrated. The residue was dissolved in CH2Cl2, washed with water and extracted with 0.5 M HCl. After addition of NaOH and extraction with CH2Cl2 the organic layer was dried (Na2SO4) and evaporated to yield 80 mg (34%) ... Starting materials: ClC=1C=C(C=CC1S(=O)(=O)C)\C(\C(=O)NC1=NN(C=C1)C)=N/OC1CCCC1 ((E)-2-(3-chloro-4-methanesulfonyl-phenyl)-2-cyclopentyloxyimino-N-(1-methyl-1H-pyrazol-3-yl)-acetamide), O-(7-Azabenzotriazole-1-yl)-N,N,N′N′-tetramethyluronium hexafluorophosphate, CC1=NSC(=N1)N (3-methyl-[1,2,4]thiadiazol-5-ylamine), C(C)(C)N(C(C)C)CC (N,N-diisopropylethylamine). Solvent: C(C)#N (acetonitrile). Reaction conditions: time 2 hour. Product: ClC=1C=C(C=CC1S(=O)(=O)C)\C(\C(=O)NC1=NC(=NS1)C)=N/OC1CCCC1 ((E)-2-(3-chloro-4-methanesulfonyl-phenyl)-2-cyclopentyloxyimino-N-(3-methyl-[1,2,4]thiadiazol-5-yl)-acetamide). The yield is 50.0%. Reaction SMILES: [Cl:1][C:2]1[CH:3]=[C:4](/[C:12](=[N:22]\[O:23][CH:24]2[CH2:28][CH2:27][CH2:26][CH2:25]2)/[C:13]([NH:15][C:16]2C=CN(C)[N:17]=2)=[O:14])[CH:5]=[CH:6][C:7]=1[S:8]([CH3:11])(=[O:10])=[O:9].[CH3:29][C:30]1N=C(N)[S:32][N:31]=1.C(N(CC)C(C)C)(C)C>C(#N)C>[Cl:1][C:2]1[CH:3]=[C:4](/[C:12](=[N:22]\[O:23][CH:24]2[CH2:25][CH2:26][CH2:27][CH2:28]2)/[C:13]([NH:15][C:16]2[S:32][N:31]=[C:30]([CH3:29])[N:17]=2)=[O:14])[CH:5]=[CH:6][C:7]=1[S:8]([CH3:11])(=[O:10])=[O:9]. Reported procedure: (E)-(3-Chloro-4-methanesulfonyl-phenyl)-cyclopentyloxyimino-acetic (prepared as in Example 1, 96 mg, 0.28 mmol), 3-methyl-[1,2,4]thiadiazol-5-ylamine (32 mg, 0.28 mmol) and N,N-diisopropylethylamine (145 μL, 0.83 mmol) were combined in acetonitrile (1.25 mL) and cooled in an ice bath. O-(7-Azabenzotriazole-1-yl)-N,N,N′N′-tetramethyluronium hexafluorophosphate (106 mg, 0.28 mmol) was added and the ice bath was removed. After stirring 2 h, the reaction mixture was evaporated in vacuo. The residue ...